This data is from the Open Reaction Database (ORD), a public repository of structured organic reaction records. The task is: describe an organic reaction: reactants, conditions, products, and yield Reactants: CC1(OB(OC1(C)C)C1=CC=C(C=C1)F)C (4-(4,4,5,5-tetramethyl-1,3,2-dioxaborolan-2-yl)-fluorobenzene), BrC=1C=CC(=C(N)C1)C (5-bromo-2-methylaniline), tetrakis(triphenyl phosphine)palladium (0), C([O-])([O-])=O.[Cs+].[Cs+] (cesium carbonate). Run in C1CCOC1 (THF), C1CCOC1 (THF). Product: FC1=CC=C(C=C1)C1=CC(=C(C=C1)C)N (4′-fluoro-4-methylbiphenyl-3-amine). The yield is 43.0%. Reaction SMILES: CC1(C)C(C)(C)OB([C:9]2[CH:14]=[CH:13][C:12]([F:15])=[CH:11][CH:10]=2)O1.Br[C:18]1[CH:19]=[CH:20][C:21]([CH3:25])=[C:22]([CH:24]=1)[NH2:23].C(=O)([O-])[O-].[Cs+].[Cs+]>C1COCC1>[F:15][C:12]1[CH:11]=[CH:10][C:9]([C:18]2[CH:19]=[CH:20][C:21]([CH3:25])=[C:22]([NH2:23])[CH:24]=2)=[CH:14][CH:13]=1 |f:2.3.4|. Procedure: 5.0 g (22.5 mmol) of 4-(4,4,5,5-tetramethyl-1,3,2-dioxaborolan-2-yl)-fluorobenzene, 1.87 mL (15 mmol) of 5-bromo-2-methylaniline, 1.73 g (1.5 mmol) of tetrakis(triphenyl phosphine)palladium (0), and 7.33 g (15 mmol) of cesium carbonate were heated under reflux for 8 hours in 150 mL of THF. After completion of the reaction, THF was distilled off under reduced pressure, and ethyl acetate was added to separate the solid by filtration. The organic layer was then washed with a saturated sodium chlori... The reactants are C(C)(=O)OCC (ethyl acetate), COC(C1=C(C=CC=C1)CBr)=O (2-bromomethyl-benzoic acid methyl ester), FC(C1=CC=C(C=C1)CCCN)(F)F (3-(4-trifluoromethyl-phenyl)-propylamine), C(=O)([O-])[O-].[K+].[K+] (K2CO3). Solvent: C1(=CC=CC=C1)C (toluene), CCCCCC (hexane). Reaction conditions: temperature 100 celsius, time 2 hour. Yields the product FC(C1=CC=C(C=C1)CCCN1C(C2=CC=CC=C2C1)=O)(F)F (2-[3-(4-trifluoromethyl-phenyl)-propyl]-2,3-dihydro-isoindol-1-one). Yield: 20.1%. RXN SMILES: CO[C:3](=[O:12])[C:4]1[CH:9]=[CH:8][CH:7]=[CH:6][C:5]=1[CH2:10]Br.[F:13][C:14]([F:26])([F:25])[C:15]1[CH:20]=[CH:19][C:18]([CH2:21][CH2:22][CH2:23][NH2:24])=[CH:17][CH:16]=1.C([O-])([O-])=O.[K+].[K+].C(OCC)(=O)C>C1(C)C=CC=CC=1.CCCCCC>[F:13][C:14]([F:25])([F:26])[C:15]1[CH:16]=[CH:17][C:18]([CH2:21][CH2:22][CH2:23][N:24]2[CH2:10][C:5]3[C:4](=[CH:9][CH:8]=[CH:7][CH:6]=3)[C:3]2=[O:12])=[CH:19][CH:20]=1 |f:2.3.4|. Procedure: A mixture of 2-bromomethyl-benzoic acid methyl ester (1.13 g, 4.9 mmol), 3-(4-trifluoromethyl-phenyl)-propylamine (1 g, 4.9 mmol), and K2CO3 (1.13 g, 8.17 mmol) in toluene (10 mL) was heated with stirring at 100° C. for 2 h. Workup and silica gel column chromatography using 30% ethyl acetate in hexane afforded 2-[3-(4-trifluoromethyl-phenyl)-propyl]-2,3-dihydro-isoindol-1-one (0.314 g, 20%). 1H NMR (300 MHz, CDCl3): δ (ppm) 2.02 (m, 2H), 2.76 (t, 2H), 3.69 (t, 2H), 4.36 (s, 2H), 7.29-7.56 (m, 7H... Reactants: COC(CN1C(NC(=C1)C1=CC=C(C=C1)Cl)=O)=O (Methyl[4-(4-chlorophenyl)-2-oxo-2,3-dihydro-1H-imidazol-1-yl]-acetate), Cl (hydrochloric acid), C([O-])([O-])=O.[Cs+].[Cs+] (caesium carbonate), BrC1(CC1)C (bromo-methylcyclopropane). The solvent is CC(=O)C (acetone), C(C)(=O)OCC (ethyl acetate), O (water). The product is COC(CN1C(N(C(=C1)C1=CC=C(C=C1)Cl)CC1CC1)=O)=O (Methyl[4-(4-chlorophenyl)-3-(cyclopropylmethyl)-2-oxo-2,3-dihydro-1H-imidazol-1-yl]-acetate). Reported procedure: 300 mg (1.13 mmol) of the compound from Example 232A together with 1.10 g (3.38 mmol) of caesium carbonate are placed in 12 ml acetone and treated with 456 mg (3.38 mmol) of bromo-methylcyclopropane. This is stirred for 2 hrs at 50° C. The reaction mixture is then diluted with 10 ml each of ethyl acetate and water and acidified with 1 N hydrochloric acid. The phases are separated and the aqueous phase is once again extracted with 10 ml ethyl acetate. The combined organic phases are dried over so... Reaction conditions: temperature 50 celsius, time 2 hour. As a reaction SMILES: [CH3:1][O:2][C:3](=[O:18])[CH2:4][N:5]1[CH:9]=[C:8]([C:10]2[CH:15]=[CH:14][C:13]([Cl:16])=[CH:12][CH:11]=2)[NH:7][C:6]1=[O:17].C(=O)([O-])[O-].[Cs+].[Cs+].Br[C:26]1([CH3:29])[CH2:28][CH2:27]1.Cl>CC(C)=O.C(OCC)(=O)C.O>[CH3:1][O:2][C:3](=[O:18])[CH2:4][N:5]1[CH:9]=[C:8]([C:10]2[CH:15]=[CH:14][C:13]([Cl:16])=[CH:12][CH:11]=2)[N:7]([CH2:29][CH:26]2[CH2:28][CH2:27]2)[C:6]1=[O:17] |f:1.2.3|. The reactants are N1=CC(=CC=C1)CC1=CC=C(C=C1)CCCO (3-[4-(pyridin-3-ylmethyl)phenyl]propanol), S(=O)(Cl)Cl (thionyl chloride). Run in C(Cl)Cl (methylene chloride). The product is Cl.N1=CC(=CC=C1)CC1=CC=C(C=C1)CCCCl (3-[4-(pyridin-3-ylmethyl)phenyl]propyl chloride hydrochloride). RXN SMILES: [N:1]1[CH:6]=[CH:5][CH:4]=[C:3]([CH2:7][C:8]2[CH:13]=[CH:12][C:11]([CH2:14][CH2:15][CH2:16]O)=[CH:10][CH:9]=2)[CH:2]=1.S(Cl)([Cl:20])=O>C(Cl)Cl>[ClH:20].[N:1]1[CH:6]=[CH:5][CH:4]=[C:3]([CH2:7][C:8]2[CH:13]=[CH:12][C:11]([CH2:14][CH2:15][CH2:16][Cl:20])=[CH:10][CH:9]=2)[CH:2]=1 |f:3.4|. Reported procedure: In 10 ml of methylene chloride was dissolved 500 mg of 3-[4-(pyridin-3-ylmethyl)phenyl]propanol, and 0.80 ml of thionyl chloride was added to the resulting solution with ice-cooling, after which the resulting mixture was subjected to reaction under reflux for one hour. The solvent and the excessive thionyl chloride were removed by distillation under reduced pressure, to obtain 3-[4-(pyridin-3-ylmethyl)phenyl]propyl chloride hydrochloride as the residue. This residue was dissolved in 4 ml of dime... Reactants: O=C1CCC(=O)N1Br, COC(=O)C(Oc1ccc(C)cc1C(C)(C)C)c1ccccc1, ClC(Cl)(Cl)Cl, CC(C)(C#N)N=NC(C)(C)C#N. The product is COC(=O)C(Oc1ccc(CBr)cc1C(C)(C)C)c1ccccc1. Reaction SMILES: [Br:24][N:25]1[C:26](=[O:27])[CH2:28][CH2:29][C:30]1=[O:31].[C:1]([CH3:2])([CH3:3])([CH3:4])[c:5]1[c:6]([O:7][CH:8]([C:9](=[O:10])[O:11][CH3:12])[c:13]2[cH:14][cH:15][cH:16][cH:17][cH:18]2)[cH:19][cH:20][c:21]([CH3:23])[cH:22]1.[Cl:44][C:45]([Cl:46])([Cl:47])[Cl:48].[N:32]#[C:33][C:34]([N:35]=[N:36][C:37]([C:38]#[N:39])([CH3:40])[CH3:41])([CH3:42])[CH3:43]>>[C:1]([CH3:2])([CH3:3])([CH3:4])[c:5]1[c:6]([O:7][CH:8]([C:9](=[O:10])[O:11][CH3:12])[c:13]2[cH:14][cH:15][cH:16][cH:17][cH:18]2)[cH:19][cH:20][c:21]([CH2:23][Br:24])[cH:22]1. Reactants: CN(C1CCOCC1)CC1=CC=C(C=C1)NC(=O)C=1CCS(C2=C(C1)C=C(C=C2)C2=CC=C(C=C2)OCCOCCC)(=O)=O (N-[4-[[N-methyl-N-(tetrahydropyran-4-yl)amino]methyl]phenyl]-7-[4-(2-propoxyethoxy)phenyl]-1,1-dioxo-2,3-dihydro-1-benzothiepine-4-carboxamide), Cl.C(C)(=O)OCC (hydrochloric acid ethyl acetate). Solvent: C1CCOC1 (THF). Conditions: time 1 hour. The product is Cl.CN(C1CCOCC1)CC1=CC=C(C=C1)NC(=O)C=1CCS(C2=C(C1)C=C(C=C2)C2=CC=C(C=C2)OCCOCCC)(=O)=O (N-[4-[[N-methyl-N-(tetrahydropyran-4-yl)amino]methyl]phenyl]-7-[4-(2-propoxyethoxy)phenyl]-1,1-dioxo-2,3-dihydro-1-benzothiepine-4-carboxamide hydrochloride). As a reaction SMILES: [CH3:1][N:2]([CH2:9][C:10]1[CH:15]=[CH:14][C:13]([NH:16][C:17]([C:19]2[CH2:20][CH2:21][S:22](=[O:44])(=[O:43])[C:23]3[CH:29]=[CH:28][C:27]([C:30]4[CH:35]=[CH:34][C:33]([O:36][CH2:37][CH2:38][O:39][CH2:40][CH2:41][CH3:42])=[CH:32][CH:31]=4)=[CH:26][C:24]=3[CH:25]=2)=[O:18])=[CH:12][CH:11]=1)[CH:3]1[CH2:8][CH2:7][O:6][CH2:5][CH2:4]1.[ClH:45].C(OCC)(=O)C>C1COCC1>[ClH:45].[CH3:1][N:2]([CH2:9][C:10]1[CH:11]=[CH:12][C:13]([NH:16][C:17]([C:19]2[CH2:20][CH2:21][S:22](=[O:44])(=[O:43])[C:23]3[CH:29]=[CH:28][C:27]([C:30]4[CH:31]=[CH:32][C:33]([O:36][CH2:37][CH2:38][O:39][CH2:40][CH2:41][CH3:42])=[CH:34][CH:35]=4)=[CH:26][C:24]=3[CH:25]=2)=[O:18])=[CH:14][CH:15]=1)[CH:3]1[CH2:4][CH2:5][O:6][CH2:7][CH2:8]1 |f:1.2,4.5|. Procedure: In THF (850 ml) was dissolved N-[4-[[N-methyl-N-(tetrahydropyran-4-yl)amino]methyl]phenyl]-7-[4-(2-propoxyethoxy)phenyl]-1,1-dioxo-2,3-dihydro-1-benzothiepine-4-carboxamide (17.3 g), and to the mixture was added at room temperature 4N hydrochloric acid/ethyl acetate (14 ml). The mixture was stirred for 1 hour. Under reduced pressure, the solvent was evaporated, and the residue was washed with ethyl acetate/acetone and recrystallized from ethanol to give N-[4-[[N-methyl-N-(tetrahydropyran-4-yl)am... Starting materials: S1C(=CC=C1)C1C=2C=CC=C(C2C(C2=C(C=CC=C12)O)=O)O (10-(2-thienyl)-1,8-dihydroxy anthrone). The reagents and catalysts are N1=CC=CC=C1 (pyridine). The solvent is C(C)(=O)OC(C)=O (acetic anhydride). Run at temperature 80 celsius, time 3 hour. Product: S1C(=CC=C1)C1=C2C=CC=C(C2=C(C2=C(C=CC=C12)OC(C)=O)OC(C)=O)OC(C)=O (10-(2-thienyl)-1,8,9-triacetoxy anthracene). Isolated yield 170.3%. As a reaction SMILES: [S:1]1[CH:5]=[CH:4][CH:3]=[C:2]1[CH:6]1[C:19]2[C:14](=[C:15]([OH:20])[CH:16]=[CH:17][CH:18]=2)[C:13](=[O:21])[C:12]2[C:11]([OH:22])=[CH:10][CH:9]=[CH:8][C:7]1=2>C(OC(=O)C)(=O)C.N1C=CC=CC=1>[S:1]1[CH:5]=[CH:4][CH:3]=[C:2]1[C:6]1[C:19]2[C:14](=[C:15]([O:20][C:15](=[O:20])[CH3:14])[CH:16]=[CH:17][CH:18]=2)[C:13]([O:21][C:13](=[O:21])[CH3:12])=[C:12]2[C:7]=1[CH:8]=[CH:9][CH:10]=[C:11]2[O:22][C:11](=[O:22])[CH3:10]. Procedure details: In a three-necked flask equipped with a magnetic agitator, there are stirred 250 mg of 10-(2-thienyl)-1,8-dihydroxy anthrone, obtained according to example 8, in 5 cm3 of acetic anhydride and several drops of pyridine. The mixture is stirred for 3 hours at 80° C. under an inert atmosphere, then cooled. The expected triester crystallizes and is then filtered and washed with hexane, yielding 300 mg of light yellow crystals having a melting point of 260° C. The reactants are C=CC(=O)OCC, C1CCOC1, O=S(=O)(Nc1cccc(Cl)c1)c1ccc2c(c1)CNCC2, Cl. The product is CCOC(=O)CCN1CCc2ccc(S(=O)(=O)Nc3cccc(Cl)c3)cc2C1. RXN SMILES: [C:23]([CH:24]=[CH2:25])(=[O:26])[O:27][CH2:28][CH3:29].[CH2:30]1[O:31][CH2:32][CH2:33][CH2:34]1.[Cl:2][c:3]1[cH:4][c:5]([NH:9][S:10](=[O:11])(=[O:12])[c:13]2[cH:14][cH:15][c:16]3[c:21]([cH:22]2)[CH2:20][NH:19][CH2:18][CH2:17]3)[cH:6][cH:7][cH:8]1.[ClH:1]>>[Cl:2][c:3]1[cH:4][c:5]([NH:9][S:10](=[O:11])(=[O:12])[c:13]2[cH:14][cH:15][c:16]3[c:21]([cH:22]2)[CH2:20][N:19]([CH2:25][CH2:24][C:23](=[O:26])[O:27][CH2:28][CH3:29])[CH2:18][CH2:17]3)[cH:6][cH:7][cH:8]1. Reactants: OC1=CC=C2CC(COC2=C1)C(=O)OC(C)(C)C (tert-butyl 7-hydroxychromane-3-carboxylate), C([O-])([O-])=O.[K+].[K+] (potassium carbonate), BrC1=CC=C(C=C1)C=1OC(=C(N1)CCl)C (2-(4-bromophenyl)-4-(chloromethyl)-5-methyl-1,3-oxazole). The solvent is O (water). Reaction conditions: temperature 60 celsius, time 8 hour. The product is C(C)(C)(C)OC(=O)C1COC2=CC(=CC=C2C1)OCC=1N=C(OC1C)C1=CC=C(C=C1)Br (tert-butyl-7-[(2-(4-bromophenyl)-5-methyl-1,3-oxazol-4-yl)methoxy]chromane-3-carboxylate). Isolated yield 77.4%. RXN SMILES: [OH:1][C:2]1[CH:11]=[C:10]2[C:5]([CH2:6][CH:7]([C:12]([O:14][C:15]([CH3:18])([CH3:17])[CH3:16])=[O:13])[CH2:8][O:9]2)=[CH:4][CH:3]=1.C(=O)([O-])[O-].[K+].[K+].[Br:25][C:26]1[CH:31]=[CH:30][C:29]([C:32]2[O:33][C:34]([CH3:39])=[C:35]([CH2:37]Cl)[N:36]=2)=[CH:28][CH:27]=1>O>[C:15]([O:14][C:12]([CH:7]1[CH2:6][C:5]2[C:10](=[CH:11][C:2]([O:1][CH2:37][C:35]3[N:36]=[C:32]([C:29]4[CH:30]=[CH:31][C:26]([Br:25])=[CH:27][CH:28]=4)[O:33][C:34]=3[CH3:39])=[CH:3][CH:4]=2)[O:9][CH2:8]1)=[O:13])([CH3:18])([CH3:17])[CH3:16] |f:1.2.3|. Reported procedure: To a stirred suspension of tert-butyl 7-hydroxychromane-3-carboxylate (1.1 g, 4.4 mmol) and potassium carbonate (1.1 g, 8 mmol), 2-(4-bromophenyl)-4-(chloromethyl)-5-methyl-1,3-oxazole (1.14 g, 4 mmol) was added and the reaction mixture was stirred at 60° C. for overnight. After the completion of the reaction, water (40 ml) was added and the precipitated product was extracted with ethylacetate (60 ml). The organic layer was washed with 50 ml of water twice and dried. The dried solution was evapo...